This data is from the Open Reaction Database (ORD), a public repository of structured organic reaction records. The task is: describe an organic reaction: reactants, conditions, products, and yield The reactants are C(C(=O)Cl)(=O)Cl (oxalyl chloride), CN(C=O)C (dimethylformamide), ClC1=C(C(=CC=C1)Cl)CC(=O)O ((2,6-dichlorophenyl)acetic acid). The solvent is C1(=CC=CC=C1)C (toluene). Conditions: time 2.5 hour. Yields the product ClCC(CC1=C(C=CC=C1Cl)Cl)=O (1-chloro-3-(2,6-dichlorophenyl)-2-propanone). Reaction SMILES: [C:1]([Cl:6])(=O)[C:2](Cl)=[O:3].CN(C)C=O.[Cl:12][C:13]1[CH:18]=[CH:17][CH:16]=[C:15]([Cl:19])[C:14]=1[CH2:20]C(O)=O>C1(C)C=CC=CC=1>[Cl:6][CH2:1][C:2](=[O:3])[CH2:20][C:14]1[C:13]([Cl:12])=[CH:18][CH:17]=[CH:16][C:15]=1[Cl:19]. Procedure: 50 ml of oxalyl chloride and 0.5 ml of dimethylformamide were added to a stirred suspension of 5.12 g of (2,6-dichlorophenyl)acetic acid in 120 ml of toluene. The mixture was stirred at room temperature for 2.5 hours and then evaporated to dryness. The residue was suspended in 40 ml of diethyl ether and the suspension was added gradually to 250 ml of a 0.25M solution of diazomethane in diethyl ether. The mixture was stirred at room temperature for 2 hours and then cooled to 0° C. Hydrogen chlori... Reactants: O1C(OCC1)CCC(=O)C1=CC=C(C=C1)C(F)(F)F (3-(1,3-Dioxolan-2-yl)-4'-(trifluoromethyl)-propiophenone), C(C)(=O)NCCN (N-acetylethylenediamine). Solvent: C(C)(=O)O (acetic acid). Product: FC(C1=CC=C(C=C1)C=1N(C=CC1)CCNC(C)=O)(F)F (N-[2-[2-[4-(trifluoromethyl)phenyl]-pyrrol-1-yl]ethyl]acetamide). The yield is 78.1%. As a reaction SMILES: O1CCO[CH:2]1[CH2:6][CH2:7][C:8]([C:10]1[CH:15]=[CH:14][C:13]([C:16]([F:19])([F:18])[F:17])=[CH:12][CH:11]=1)=O.[C:20]([NH:23][CH2:24][CH2:25][NH2:26])(=[O:22])[CH3:21]>C(O)(=O)C>[F:19][C:16]([F:17])([F:18])[C:13]1[CH:12]=[CH:11][C:10]([C:8]2[N:26]([CH2:25][CH2:24][NH:23][C:20](=[O:22])[CH3:21])[CH:2]=[CH:6][CH:7]=2)=[CH:15][CH:14]=1. Procedure details: 3-(1,3-Dioxolan-2-yl)-4'-(trifluoromethyl)-propiophenone (6.4 g) was added under argon and while stirring to a solution of 4.8 g of N-acetylethylenediamine in 70 ml of acetic acid. The reaction mixture was refluxed overnight, the acetic acid was subsequently removed in a vacuum. The residue was taken up in 200 ml of methylene chloride and washed with a mixture of 100 ml of saturated sodium hydrogen carbonate solution and 70 ml of 2N sodium hydroxide solution. The aqueous phase was back-extracted... Starting materials: FC1=CC=C(C(=C1F)NC1=C(C=C(C=C1)I)F)N (5,6-difluoro-N1-(2-fluoro-4-iodophenyl)benzene 1,2-diamine), BrC=1C(=CSC1)S(=O)(=O)Cl (4-bromothiophene-3-sulfonyl chloride). The product is BrC=1C(=CSC1)S(=O)(=O)NC1=C(C(=C(C=C1)F)F)NC1=C(C=C(C=C1)I)F (4-Bromo-N-(3,4-difluoro-2-(2-fluoro-4-iodophenylamino)phenyl)thiophene-3-sulfonamide). As a reaction SMILES: [F:1][C:2]1[C:7]([F:8])=[C:6]([NH:9][C:10]2[CH:15]=[CH:14][C:13]([I:16])=[CH:12][C:11]=2[F:17])[C:5]([NH2:18])=[CH:4][CH:3]=1.[Br:19][C:20]1[C:21]([S:25](Cl)(=[O:27])=[O:26])=[CH:22][S:23][CH:24]=1>>[Br:19][C:20]1[C:21]([S:25]([NH:18][C:5]2[CH:4]=[CH:3][C:2]([F:1])=[C:7]([F:8])[C:6]=2[NH:9][C:10]2[CH:15]=[CH:14][C:13]([I:16])=[CH:12][C:11]=2[F:17])(=[O:27])=[O:26])=[CH:22][S:23][CH:24]=1. Procedure: According to the general procedure B, 5,6-difluoro-N1-(2-fluoro-4-iodophenyl)benzene 1,2-diamine was reacted with 4-bromothiophene-3-sulfonyl chloride to obtain the title compound. 1H NMR (300 MHz, CDCl3): δ 7.48 (br m, 2H), 7.39 (dd, J=1.8 & 10.5 Hz, 1H), 7.28 (ddd, J=2.4, 4.8 & 9.0 Hz, 1H), 7.17 (d, J=8.4 Hz, 1H), 7.02 (m, 1H), 6.02 (dt, J=2.4, 8.7 & 17.4 Hz, 1H), 5.68 (br s, 1H). Starting materials: [N+](=O)([O-])C=1C=C(C=CC1)C(C)=O (m-Nitroacetophenone), [H][H] (hydrogen). Reagents/catalysts: [Ni] (Raney nickel). Solvent: O (water). Reaction conditions: temperature 26 celsius, time 4 hour. Yields the product NC=1C=C(C(C)O)C=CC1 (m-amino-α-methylbenzyl alcohol). Yield: 53.0%. Reaction SMILES: [N+:1]([C:4]1[CH:5]=[C:6]([C:10](=[O:12])[CH3:11])[CH:7]=[CH:8][CH:9]=1)([O-])=O.[H][H]>[Ni].O>[NH2:1][C:4]1[CH:5]=[C:6]([CH:7]=[CH:8][CH:9]=1)[CH:10]([OH:12])[CH3:11]. Procedure details: m-Nitroacetophenone [123.8 g., 0.75 mole, 99% purity by gas-liquid chromatography (GLC)], water (450 ml.) and Raney nickel catalyst (40 g. (wet) Grace No. 4200) was charged to a 1 liter Parr stirring autoclave. The reaction mass was stirred at 100 psi constant hydrogen pressure while the temperature was adjusted slowly to 99° C (the exotherm of hydrogenation contributed initially to the temperature increase from ambient, 26° C). After 4 hours there was no further evidence of hydrogen absorption.... Reactants: CCOC(C)=O, ClCCl, CC(=O)Cl, CCCCCC, COC(=C(C(C)C)C(C)C)c1cccc(O)c1, c1ccncc1. The product is COC(=C(C(C)C)C(C)C)c1cccc(OC(C)=O)c1. RXN SMILES: [C:28]([O:29][CH2:30][CH3:31])(=[O:32])[CH3:33].[CH2:34]([Cl:35])[Cl:36].[CH3:18][C:19]([Cl:20])=[O:21].[CH3:22][CH2:23][CH2:24][CH2:25][CH2:26][CH3:27].[CH:1]([CH3:2])([CH3:3])[C:4](=[C:5]([O:6][CH3:7])[c:8]1[cH:9][c:10]([OH:14])[cH:11][cH:12][cH:13]1)[CH:15]([CH3:16])[CH3:17].[cH:37]1[cH:38][cH:39][n:40][cH:41][cH:42]1>>[CH:1]([CH3:2])([CH3:3])[C:4](=[C:5]([O:6][CH3:7])[c:8]1[cH:9][c:10]([O:14][C:19]([CH3:18])=[O:21])[cH:11][cH:12][cH:13]1)[CH:15]([CH3:16])[CH3:17]. Reactants: C(C)(C)(C)OC1=NC2=CC=C(C=C2C(=C1)\C=C\C1=CC(=CC=C1)F)C(=O)C1=CC=C(C=C1)Cl ((E)-(2-(tert-butoxy)-4-(3-fluorostyryl)quinolin-6-yl)(4-chlorophenyl)methanone), S1C=C(C=C1)[Mg]Br (thiophen-3-ylmagnesium bromide). Solvent: C1CCOC1 (THF). Run at time 3 hour. The product is C(C)(C)(C)OC1=NC2=CC=C(C=C2C(=C1)\C=C\C1=CC(=CC=C1)F)C(O)(C1=CSC=C1)C1=CC=C(C=C1)Cl ((E)-(2-(tert-butoxy)-4-(3-fluorostyryl)quinolin-6-yl)(4-chlorophenyl)(thiophen-3-yl)methanol). Reaction SMILES: [C:1]([O:5][C:6]1[CH:15]=[C:14](/[CH:16]=[CH:17]/[C:18]2[CH:23]=[CH:22][CH:21]=[C:20]([F:24])[CH:19]=2)[C:13]2[C:8](=[CH:9][CH:10]=[C:11]([C:25]([C:27]3[CH:32]=[CH:31][C:30]([Cl:33])=[CH:29][CH:28]=3)=[O:26])[CH:12]=2)[N:7]=1)([CH3:4])([CH3:3])[CH3:2].[S:34]1[CH:38]=[CH:37][C:36]([Mg]Br)=[CH:35]1>C1COCC1>[C:1]([O:5][C:6]1[CH:15]=[C:14](/[CH:16]=[CH:17]/[C:18]2[CH:23]=[CH:22][CH:21]=[C:20]([F:24])[CH:19]=2)[C:13]2[C:8](=[CH:9][CH:10]=[C:11]([C:25]([C:27]3[CH:32]=[CH:31][C:30]([Cl:33])=[CH:29][CH:28]=3)([C:36]3[CH:37]=[CH:38][S:34][CH:35]=3)[OH:26])[CH:12]=2)[N:7]=1)([CH3:4])([CH3:2])[CH3:3]. Procedure: To a solution of (E)-(2-(tert-butoxy)-4-(3-fluorostyryl)quinolin-6-yl)(4-chlorophenyl)methanone (90 mg, 0.196 mmol) in THF (2 mL) was slowly added thiophen-3-ylmagnesium bromide (1.04 mL, 0.313 mmol, 0.3M in toluene) and the resulting solution was kept at 0° C. for 3 hr. The reaction was quenched with saturated NH4Cl at 0° C. and the aqueous layer was extracted with EtOAc. The combined organics were purified by silica column chromatography (20-30% EtOAc/hexanes) to yield (E)-(2-(tert-butoxy)-4-(... Reactants: O=C(O)c1cc(Br)cc(I)c1, CC(C)(C)O, ClCCl, [Mg+2], O=S(=O)([O-])[O-], O=S(=O)(O)O. The product is CC(C)(C)OC(=O)c1cc(Br)cc(I)c1. As a reaction SMILES: [Br:12][c:13]1[cH:14][c:15]([C:16](=[O:17])[OH:18])[cH:19][c:20]([I:22])[cH:21]1.[CH3:23][C:24]([CH3:25])([CH3:26])[OH:27].[Cl:28][CH2:29][Cl:30].[Mg+2:1].[O-:2][S:3]([O-:4])(=[O:5])=[O:6].[S:7](=[O:8])(=[O:9])([OH:10])[OH:11]>>[Br:12][c:13]1[cH:14][c:15]([C:16](=[O:17])[O:18][C:24]([CH3:23])([CH3:25])[CH3:26])[cH:19][c:20]([I:22])[cH:21]1. Starting materials: BrCc1cccnc1, Br, CCOC(C)=O, O=[N+]([O-])c1ccc2c(c1)OCC=N2, [Na+], CN(C)C=O, [OH-], O. Product: O=[N+]([O-])c1ccc2c(c1)OC=CN2Cc1cccnc1. RXN SMILES: [Br:17][CH2:18][c:19]1[cH:20][n:21][cH:22][cH:23][cH:24]1.[BrH:16].[CH3:25][CH2:26][O:27][C:28](=[O:29])[CH3:30].[N+:1](=[O:2])([O-:3])[c:4]1[cH:5][c:6]2[c:7]([cH:12][cH:13]1)[N:8]=[CH:9][CH2:10][O:11]2.[Na+:15].[O:31]=[CH:32][N:33]([CH3:34])[CH3:35].[OH-:14].[OH2:36]>>[N+:1](=[O:2])([O-:3])[c:4]1[cH:5][c:6]2[c:7]([cH:12][cH:13]1)[N:8]([CH2:18][c:19]1[cH:20][n:21][cH:22][cH:23][cH:24]1)[CH:9]=[CH:10][O:11]2.